This data is from the Open Reaction Database (ORD), a public repository of structured organic reaction records. The task is: describe an organic reaction: reactants, conditions, products, and yield Reactants: B, N#CCc1cc(C(=O)O)cs1, C1CCOC1, CSC, O. Yields the product N#CCc1cc(CO)cs1. As a reaction SMILES: [BH3:15].[C:1](#[N:2])[CH2:3][c:4]1[cH:5][c:6]([C:9](=[O:10])[OH:11])[cH:7][s:8]1.[CH2:17]1[O:18][CH2:19][CH2:20][CH2:21]1.[CH3:12][S:13][CH3:14].[OH2:16]>>[C:1](#[N:2])[CH2:3][c:4]1[cH:5][c:6]([CH2:9][OH:10])[cH:7][s:8]1. The reactants are C[C@@H]1CC[C@@]2([C@H]([C@H]3[C@@H](O2)C[C@@H]4[C@@]3(CC[C@H]5[C@H]4CC=C6[C@@]5(CC[C@@H](C6)O)C)C)C)OC1 (diosgenin), Cl (HCl). The reagents and catalysts are [Zn] (zinc). Run in C(C)O (ethanol). Yields the product O[C@@H]1[C@H]([C@@H](CCC[C@H](CO)C)C)[C@]2(CC[C@@H]3[C@]4(CC[C@@H](CC4=CC[C@H]3[C@@H]2C1)O)C)C ((25R)-16β,26-DIHYDROXYCHOLESTEROL). Isolated yield 85.0%. RXN SMILES: [CH3:1][C@H:2]1[CH2:30][O:29][C@@:5]2([O:9][C@H:8]3[CH2:10][C@H:11]4[C@@H:16]5[CH2:17][CH:18]=[C:19]6[CH2:24][C@@H:23]([OH:25])[CH2:22][CH2:21][C@:20]6([CH3:26])[C@H:15]5[CH2:14][CH2:13][C@:12]4([CH3:27])[C@H:7]3[C@@H:6]2[CH3:28])[CH2:4][CH2:3]1.Cl>[Zn].C(O)C>[OH:9][C@H:8]1[CH2:10][C@@H:11]2[C@:12]([CH3:27])([CH2:13][CH2:14][C@H:15]3[C@H:16]2[CH2:17][CH:18]=[C:19]2[C@:20]3([CH3:26])[CH2:21][CH2:22][C@H:23]([OH:25])[CH2:24]2)[C@H:7]1[C@H:6]([CH3:28])[CH2:5][CH2:4][CH2:3][C@@H:2]([CH3:1])[CH2:30][OH:29]. Procedure details: To a 5-liter flask were sequentially added diosgenin (40 grams, 0.0965 moles, zinc dust (900 grams, -325 mesh size) and 2 liters of absolute ethanol. The suspension was then brought to reflux and 800 ml of concentrated HCl was added dropwise over a period of 2.5 hours. The reaction was refluxed for an additional 30 minutes then immediately filtered while hot, under gravity, over Whatman no. 2 filter paper to remove the zinc particles. Two liters of water was then added to the filtrate and a whit... The reactants are C(C)(C)(C)C1=NC(=C(N1)C1=CC=NC=C1)I (4-(2-tert-Butyl-5-iodo-3-H-imidazol-4-yl)-pyridine), O (water), C1(=CC=CC2=CC=CC=C12)B(O)O (1-naphthyl boronic acid), C(=O)(O)[O-].[Na+] (NaHCO3). Reagents/catalysts: tetrakis-triphenylphosphine palladium (0). Solvent: C1(=CC=CC=C1)C (toluene), CCO (EtOH). The product is C(C)(C)(C)C=1NC(=C(N1)C1=CC2=CC=CC=C2C=C1)C1=CC=NC=C1 (2-tert-Butyl-4-naphthalen-2-yl-5-pyridin-4-yl-imidazole). As a reaction SMILES: [C:1]([C:5]1[NH:9][C:8]([C:10]2[CH:15]=[CH:14][N:13]=[CH:12][CH:11]=2)=[C:7](I)[N:6]=1)([CH3:4])([CH3:3])[CH3:2].[C:17]1(B(O)O)[C:26]2[C:21](=[CH:22][CH:23]=[CH:24][CH:25]=2)[CH:20]=[CH:19][CH:18]=1.C([O-])(O)=O.[Na+].O>C1(C)C=CC=CC=1.CCO>[C:1]([C:5]1[NH:9][C:8]([C:10]2[CH:15]=[CH:14][N:13]=[CH:12][CH:11]=2)=[C:7]([C:19]2[CH:18]=[CH:17][C:26]3[C:21](=[CH:22][CH:23]=[CH:24][CH:25]=3)[CH:20]=2)[N:6]=1)([CH3:4])([CH3:3])[CH3:2] |f:2.3|. Procedure: In a heavy-walled pressure vessel 4-(2-tert-Butyl-5-iodo-3-H-imidazol-4-yl)-pyridine (100 milligrams (hereinafter “mg”), 0.3 mmol) and tetrakis-triphenylphosphine palladium (0) catalyst was dissolved in toluene (2-3 ml) and argon was bubbled through the solution while the other reagents were added: 1-naphthyl boronic acid (86 mg, 0.5 mmol), solid NaHCO3 (84 mg), water (500 uL), EtOH (500 uL). The vessel was sealed and the reaction heated to 100° overnight. The reaction mixture was partitioned be... Starting materials: N(=NC(=O)OCC)C(=O)OCC (diethyl azodicarboxylate), C(=O)(OC(C)(C)C)NC[C@@H]1[C@@H](C1)CO (cis-2-(N-BOC-aminomethyl)-cyclopropanemethanol), ON1C(C=2C(C1=O)=CC=CC2)=O (N-hydroxyphthalimide), C1(=CC=CC=C1)P(C1=CC=CC=C1)C1=CC=CC=C1 (triphenylphosphine). Run in C1=CC=CC=C1 (benzene), C1=CC=CC=C1 (benzene). Product: C(=O)(OC(C)(C)C)NC[C@@H]1[C@@H](C1)CON1C(C2=CC=CC=C2C1=O)=O (2-[cis-2-(N-BOC-aminomethyl)-cyclopropylmethoxy]-1H-isoindole-1,3(2H)-dione). As a reaction SMILES: N(C(OCC)=O)=NC(OCC)=O.[C:13]([NH:20][CH2:21][C@H:22]1[CH2:24][C@H:23]1[CH2:25][OH:26])([O:15][C:16]([CH3:19])([CH3:18])[CH3:17])=[O:14].O[N:28]1[C:32](=[O:33])[C:31]2=[CH:34][CH:35]=[CH:36][CH:37]=[C:30]2[C:29]1=[O:38].C1(P(C2C=CC=CC=2)C2C=CC=CC=2)C=CC=CC=1>C1C=CC=CC=1>[C:13]([NH:20][CH2:21][C@H:22]1[CH2:24][C@H:23]1[CH2:25][O:26][N:28]1[C:32](=[O:33])[C:31]2[C:30](=[CH:37][CH:36]=[CH:35][CH:34]=2)[C:29]1=[O:38])([O:15][C:16]([CH3:19])([CH3:18])[CH3:17])=[O:14]. Procedure: A solution of 2.61 ml (0.0157 mol) of diethyl azodicarboxylate (93%) in 15 ml of benzene is added dropwise to a mixture of 3 g (0.0149 mol) of cis-2-(N-BOC-aminomethyl)-cyclopropanemethanol, 2.43 g (0.0149 mol) of N-hydroxyphthalimide, 3.9 g (0.0149 mol) of triphenylphosphine and 120 ml of benzene at 20°-30° C., while stirring. The reaction mixture is stirred at room temperature for 16 hours and filtered, the crystalline residue is washed with benzene and the filtrate is evaporated in vacuo. The... Starting materials: C(C1=CC=CC=C1)C=1C=NC2=C(C=CC=C2C1C=1C=C(C=CC1)N)C(F)(F)F (3-(3-benzyl-8-trifluoromethyl-quinolin-4-yl)-phenylamine), COC(C1=CC=C(C=C1)N1CCC(CC1)CC=O)=O (4-[4-(2-oxo-ethyl)-piperidin-1-yl]-benzoic acid methyl ester). Yields the product C(C1=CC=CC=C1)C=1C=NC2=C(C=CC=C2C1C=1C=C(C=CC1)NCCC1CCN(CC1)C1=CC=C(C(=O)O)C=C1)C(F)(F)F (4-{4-[2-({3-[3-BENZYL-8-(TRIFLUOROMETHYL)QUINOLIN-4-YL]PHENYL}AMINO)ETHYL]PIPERIDIN-1-YL}BENZOIC ACID). RXN SMILES: [CH2:1]([C:8]1[CH:9]=[N:10][C:11]2[C:16]([C:17]=1[C:18]1[CH:19]=[C:20]([NH2:24])[CH:21]=[CH:22][CH:23]=1)=[CH:15][CH:14]=[CH:13][C:12]=2[C:25]([F:28])([F:27])[F:26])[C:2]1[CH:7]=[CH:6][CH:5]=[CH:4][CH:3]=1.C[O:30][C:31](=[O:47])[C:32]1[CH:37]=[CH:36][C:35]([N:38]2[CH2:43][CH2:42][CH:41]([CH2:44][CH:45]=O)[CH2:40][CH2:39]2)=[CH:34][CH:33]=1>>[CH2:1]([C:8]1[CH:9]=[N:10][C:11]2[C:16]([C:17]=1[C:18]1[CH:19]=[C:20]([NH:24][CH2:45][CH2:44][CH:41]3[CH2:42][CH2:43][N:38]([C:35]4[CH:34]=[CH:33][C:32]([C:31]([OH:47])=[O:30])=[CH:37][CH:36]=4)[CH2:39][CH2:40]3)[CH:21]=[CH:22][CH:23]=1)=[CH:15][CH:14]=[CH:13][C:12]=2[C:25]([F:28])([F:26])[F:27])[C:2]1[CH:3]=[CH:4][CH:5]=[CH:6][CH:7]=1. Reported procedure: This compound was prepared according to the procedure of example 66, substituting 3-(3-benzyl-8-trifluoromethyl-quinolin-4-yl)-phenylamine and 4-[4-(2-oxo-ethyl)-piperidin-1-yl]-benzoic acid methyl ester. MS (ESI) m/z 610. Starting materials: 1-dimethyl-1-aza-3-methyl-1,3-butadiene, ClC(C#N)=C (2-chloroacrylonitrile), N1(NCCCCCC1)C1CCCCCCC1 (diazabicyclooctane). The solvent is C(C)#N (acetonitrile). The product is C(#N)C1=NC=C(C=C1)C (2-cyano-5-methylpyridine). RXN SMILES: ClC(=C)C#[N:4].[N:6]1([CH:14]2[CH2:21]CC[CH2:18][CH2:17][CH2:16][CH2:15]2)[CH2:13]CCCCCN1>C(#N)C>[C:21]([C:14]1[CH:15]=[CH:16][C:17]([CH3:18])=[CH:13][N:6]=1)#[N:4]. Procedure details: 19.6 g of 1-dimethyl-1-aza-3-methyl-1,3-butadiene, 17.5 g of 2-chloroacrylonitrile and 33.6 g of diazabicyclooctane (DABCO) are heated in 200 ml of acetonitrile for 30 hours to reflux. The reaction mixture is concentrated by evaporation and the residue is slightly acidified with 1N HCl and extracted with chloroform. The organic extract is dried and concentrated by evaporation and the residue is distilled. b.p. (6·10-3 bar) 63°-69° C. The distillate is digested with petroleum ether. The title com... The reactants are C(C)(C)(C)OC(=O)N1CCN(CC1)C=1N=C2C(N(C=NC2=NC1)C)=O (4-(3-methyl-4-oxo-3,4-dihydro-pteridin-6-yl)-piperazine-1-carboxylic acid tert-butyl ester), Example 16 ( d ), [OH-].[Na+] (sodium hydroxide). Solvent: CO (methanol). Reaction conditions: time 8 hour. Product: C(C)(C)(C)OC(=O)N1CCN(CC1)C1=NC(=C(N=C1)N)C(=O)O (5′-amino-2,3,5,6-tetrahydro-[1,2′]bipyrazinyl-4,6′-dicarboxylic acid 4tert-butyl ester). Isolated yield 67.0%. As a reaction SMILES: [C:1]([O:5][C:6]([N:8]1[CH2:13][CH2:12][N:11]([C:14]2[N:15]=[C:16]3[C:21](=[N:22][CH:23]=2)[N:20]=CN(C)[C:17]3=[O:25])[CH2:10][CH2:9]1)=[O:7])([CH3:4])([CH3:3])[CH3:2].[OH-:26].[Na+]>CO>[C:1]([O:5][C:6]([N:8]1[CH2:9][CH2:10][N:11]([C:14]2[CH:23]=[N:22][C:21]([NH2:20])=[C:16]([C:17]([OH:25])=[O:26])[N:15]=2)[CH2:12][CH2:13]1)=[O:7])([CH3:4])([CH3:2])[CH3:3] |f:1.2|. Procedure details: To a stirred suspension of 4-(3-methyl-4-oxo-3,4-dihydro-pteridin-6-yl)-piperazine-1-carboxylic acid tert-butyl ester (428 mg, 1.24 mmol; see Example 16 (d) above) in methanol (5 mL) was added 10% aqueous sodium hydroxide (5 mL). The reaction mixture was stirred overnight at room temperature and concentrated in vacuo. The residue was then diluted with water and neutralized with formic acid (pH 7). The resulting precipitate was removed by filtration and the filtrate was acidified with formic acid...